Dataset: the Open Reaction Database (ORD), a public repository of structured organic reaction records. Task: describe an organic reaction: reactants, conditions, products, and yield The reactants are C(C#C)N1N=CC(NC1SC)=O (2-propargyl-3-methylthio-5-oxo-2,3-dihydro-1,2,4-triazine), Cl (hydrochloric acid), C(C)O (ethyl alcohol). Yields the product C(C#C)N1N=CC(NC1=O)=O (2-Propargyl-3,5-dioxo-2,3,4,5-tetrahydro-1,2,4-triazine). The yield is 82.1%. RXN SMILES: [CH2:1]([N:4]1[CH:9](SC)[NH:8][C:7](=[O:12])[CH:6]=[N:5]1)[C:2]#[CH:3].Cl.C([OH:16])C>>[CH2:1]([N:4]1[C:9](=[O:16])[NH:8][C:7](=[O:12])[CH:6]=[N:5]1)[C:2]#[CH:3]. Procedure: A mixture of 1.34 g 2-propargyl-3-methylthio-5-oxo-2,3-dihydro-1,2,4-triazine, 5 ml conc. hydrochloric acid and 10 ml ethyl alcohol was heated under reflux for 1.5 hours. After cooling to room temperature, the solvent was removed under reduced pressure to obtain a yellow solid. This solid was recrystallized from ethyl alcohol to obtain 0.92 g of a white crystal. Starting materials: Cc1noc(N)c1Br, O=S(=O)(Cl)c1c(Cc2ccc3c(c2)OCO3)sc2ccccc12, C1CCOC1, [H-], [Na+]. The product is Cc1noc(NS(=O)(=O)c2c(Cc3ccc4c(c3)OCO4)sc3ccccc23)c1Br. Reaction SMILES: [Br:1][c:2]1[c:3]([CH3:8])[n:4][o:5][c:6]1[NH2:7].[CH2:11]1[O:12][c:13]2[cH:14][c:15]([CH2:16][c:17]3[c:18]([S:26](=[O:27])(=[O:28])[Cl:29])[c:19]4[c:20]([s:21]3)[cH:22][cH:23][cH:24][cH:25]4)[cH:30][cH:31][c:32]2[O:33]1.[CH2:34]1[O:35][CH2:36][CH2:37][CH2:38]1.[H-:10].[Na+:9]>>[Br:1][c:2]1[c:3]([CH3:8])[n:4][o:5][c:6]1[NH:7][S:26]([c:18]1[c:17]([CH2:16][c:15]2[cH:14][c:13]3[c:32]([cH:31][cH:30]2)[O:33][CH2:11][O:12]3)[s:21][c:20]2[c:19]1[cH:25][cH:24][cH:23][cH:22]2)(=[O:27])=[O:28]. Starting materials: substituting4-methylthiostyrene, BrC1=CC=C(C=C1)SC (4-bromothioanisole), BrC1=CC(=CC=C1)F (1-bromo-3-fluorobenzene), FC1=CC=C(C=C)C=C1 (4-fluorostyrene). Yields the product CSC1=CC=C(C=C1)\C=C\C1=CC(=CC=C1)F ((E)-1-(Methylthio)-4-[2-(3-fluorophenyl)ethenyl]benzene). As a reaction SMILES: Br[C:2]1[CH:7]=[CH:6][CH:5]=[C:4]([F:8])[CH:3]=1.F[C:10]1[CH:17]=[CH:16][C:13]([CH:14]=[CH2:15])=[CH:12][CH:11]=1.BrC1C=C[C:22]([S:25]C)=CC=1>>[CH3:22][S:25][C:10]1[CH:17]=[CH:16][C:13](/[CH:14]=[CH:15]/[C:2]2[CH:7]=[CH:6][CH:5]=[C:4]([F:8])[CH:3]=2)=[CH:12][CH:11]=1. Reported procedure: Following the procedure describe in Method 3, but substituting4-methylthiostyrene and 1-bromo-3-fluorobenzene for 4-fluorostyrene and 4-bromothioanisole, the title product was obtained as an off-white solid. Reactants: BrC1=NC=CC(=C1)C(=O)C1=NC2=C(N1COCC[Si](C)(C)C)C=CC(=C2)N2CCC(CC2)N(C)C ((2-Bromo-pyridin-4-yl)-[5-(4-dimethylamino-piperidin-1-yl)-1-(2-trimethylsilanyl-ethoxymethyl)-1H-benzoimidazol-2-yl]-methanone), COC(C1=CC(=C(C=C1)C#N)C1=CN=CC2=CC=CC=C12)=O (4-cyano-3-isoquinolin-4-yl-benzoic acid methyl ester), O1CCCC1 (tetrahydrofuran), C(C)(C)[N-]C(C)C.[Li+] (Lithium diisopropylamide). Reaction conditions: temperature -78 celsius, time 2 hour. The product is CN(C1CCN(CC1)C1=CC=C2C(=N1)NC(=N2)C(=O)C2=CC(=C(C#N)C=C2)C2=CN=CC1=CC=CC=C21)C (4-[5-(4-dimethylamino-piperidin-1-yl)-3H-imidazo[4,5-b]pyridine-2-carbonyl]-2-isoquinolin-4-yl-benzonitrile). Isolated yield 3.0%. Reaction SMILES: BrC1C=C(C([C:10]2[N:14](COCC[Si](C)(C)C)[C:13]3[CH:23]=[CH:24][C:25]([N:27]4[CH2:32][CH2:31][CH:30]([N:33]([CH3:35])[CH3:34])[CH2:29][CH2:28]4)=C[C:12]=3[N:11]=2)=O)C=CN=1.C[O:37][C:38](=O)[C:39]1[CH:44]=[CH:43][C:42]([C:45]#[N:46])=[C:41]([C:47]2[C:56]3[C:51](=CC=C[CH:55]=3)[CH:50]=[N:49][CH:48]=2)[CH:40]=1.C([N-:61]C(C)C)(C)C.[Li+].O1C[CH2:69][CH2:68][CH2:67]1>>[CH3:35][N:33]([CH3:34])[CH:30]1[CH2:29][CH2:28][N:27]([C:25]2[N:61]=[C:12]3[NH:11][C:10]([C:38]([C:39]4[CH:44]=[CH:43][C:42]([C:45]#[N:46])=[C:41]([C:47]5[C:56]6[C:51](=[CH:67][CH:68]=[CH:69][CH:55]=6)[CH:50]=[N:49][CH:48]=5)[CH:40]=4)=[O:37])=[N:14][C:13]3=[CH:23][CH:24]=2)[CH2:32][CH2:31]1 |f:2.3|. Procedure: The mixture of 5-(4-dimethylamino-piperidin-1-yl)-imidazo[4,5-b]pyridin-3-carboxylic acid tert-butyl ester (Example 1) (50 mg, 0.145 mmole), 4-cyano-3-isoquinolin-4-yl-benzoic acid methyl ester (41 mg, 0.145 mmole), and tetrahydrofuran (3 ml) was cooled to −78° C. Lithium diisopropylamide (2N, 0.15 ml, 0.30 mmole) was added slowly. Reaction mixture was stirred at −78° C. for 2 hours and then was quenched with water, extracted with EtOAc. EtOAc layer was concentrated and crude product was purifie... Starting materials: C#CC1=CCC(CC(C#N)(C#N)CCC(F)(F)F)CC1, ClC(Cl)Cl, O=C(OO)c1cccc(Cl)c1, [Na+], [Na+], O=S([O-])[O-]. The product is C#CC12CCC(CC(C#N)(C#N)CCC(F)(F)F)CC1O2. RXN SMILES: [C:1](#[N:2])[C:3]([CH2:4][CH:5]1[CH2:6][CH:7]=[C:8]([C:11]#[CH:12])[CH2:9][CH2:10]1)([CH2:13][CH2:14][C:15]([F:16])([F:17])[F:18])[C:19]#[N:20].[CH:38]([Cl:39])([Cl:40])[Cl:41].[Cl:21][c:22]1[cH:23][cH:24][cH:25][c:26]([C:27]([O:28][OH:30])=[O:29])[cH:31]1.[Na+:36].[Na+:37].[S:32]([O-:33])([O-:34])=[O:35]>>[C:1](#[N:2])[C:3]([CH2:4][CH:5]1[CH2:6][CH:7]2[C:8]([C:11]#[CH:12])([CH2:9][CH2:10]1)[O:29]2)([CH2:13][CH2:14][C:15]([F:16])([F:17])[F:18])[C:19]#[N:20]. The reactants are [BH4-].[Na+] (NaBH4), C(C)OC(CN1N=NC(=C1)C(C)(O)C1=NC(=CC=C1)Br)=O (ethyl{4-[1-(6-bromopyridin-2-yl)-1-hydroxyethyl]-1H-1,2,3-triazol-1-yl}acetate). Solvent: CO (MeOH), CO (MeOH), O (water). Reaction conditions: time 2 hour. The product is BrC1=CC=CC(=N1)C(C)(O)C=1N=NN(C1)CCO (1-(6-Bromopyridin-2-yl)-1-[1-(2-hydroxyethyl)-1H-1,2,3-triazol-4-yl]ethanol). Reaction SMILES: [BH4-].[Na+].C([O:5][C:6](=O)[CH2:7][N:8]1[CH:12]=[C:11]([C:13]([C:16]2[CH:21]=[CH:20][CH:19]=[C:18]([Br:22])[N:17]=2)([OH:15])[CH3:14])[N:10]=[N:9]1)C>CO.O>[Br:22][C:18]1[N:17]=[C:16]([C:13]([C:11]2[N:10]=[N:9][N:8]([CH2:7][CH2:6][OH:5])[CH:12]=2)([OH:15])[CH3:14])[CH:21]=[CH:20][CH:19]=1 |f:0.1|. Procedure details: To a solution of NaBH4 (92 mg, 2.42 mmol) in MeOH (3.0 mL) at room temperature was added ethyl{4-[1-(6-bromopyridin-2-yl)-1-hydroxyethyl]-1H-1,2,3-triazol-1-yl}acetate (430 mg, 1.21 mmol) in MeOH (7.0 mL). The reaction was stirred at room temperature for 2 h. It was then diluted with water and extracted with EtOAc (2×) and 5:1 CH2Cl2:MeOH (5×). The combined organic layers were washed with brine, dried (MgSO4), filtered, and evaporated. Flash chromatography (0-5% MeOH/EtOAc) afforded the title co...